From a dataset of the Open Reaction Database (ORD), a public repository of structured organic reaction records. describe an organic reaction: reactants, conditions, products, and yield Reactants: C([O-])([O-])=O.[Na+].[Na+] (sodium carbonate), CC1=[N+](C=CC(=C1)OCCC)[O-] (2-methyl-4-propoxypyridine-1-oxide), C(C)(=O)OC(C)=O (acetic anhydride), ice water. Reagents/catalysts: S(O)(O)(=O)=O (sulfuric acid). Reaction conditions: temperature 100 celsius, time 15 minute. Yields the product OCC1=NC=CC(=C1)OCCC (2-hydroxymethyl-4-propoxypyridine). Reaction SMILES: [CH3:1][C:2]1[CH:7]=[C:6]([O:8][CH2:9][CH2:10][CH3:11])[CH:5]=[CH:4][N+:3]=1[O-].C(OC(=O)C)(=[O:15])C.C(=O)([O-])[O-].[Na+].[Na+]>S(=O)(=O)(O)O>[OH:15][CH2:1][C:2]1[CH:7]=[C:6]([O:8][CH2:9][CH2:10][CH3:11])[CH:5]=[CH:4][N:3]=1 |f:2.3.4|. Procedure: A mixture of 2-methyl-4-propoxypyridine-1-oxide (8.6 g), acetic anhydride (8.6 ml) and concentrated sulfuric acid (two drops) was heated at 100° C. for five minutes, to which were added ice-water and an excess amount of sodium carbonate. The mixture was subjected to extraction with chloroform. The extract was dried with sodium sulfate, and the solvent was evaporated off. The residue was chromatographed on a column of silica-gel (200 g), which was eluted with carbon tetrachloride-acetone (5:3). T... Yields the product O1C(C1)CN1CCN(CC1)CCCC1=CC=CC=C1 ((±)-1-Oxiranylmethyl-4-(3-phenyl-propyl)-piperazine). Isolated yield 80.0%. Procedure details: The same method as employed in the preparation of Intermediate 1 but starting from 1-(3-phenylpropyl)-piperazine and 3-nitro-benzenesulfonic acid oxiranylmethyl ester gives after Biotage chromatography the title compound as a yellow oil in a 80% yield. Reaction SMILES: [C:1]1([CH2:7][CH2:8][CH2:9][N:10]2[CH2:15][CH2:14][NH:13][CH2:12][CH2:11]2)[CH:6]=[CH:5][CH:4]=[CH:3][CH:2]=1.[O:16]1[CH2:18][CH:17]1[CH2:19]OS(C1C=CC=C([N+]([O-])=O)C=1)(=O)=O>>[O:16]1[CH2:18][CH:17]1[CH2:19][N:13]1[CH2:12][CH2:11][N:10]([CH2:9][CH2:8][CH2:7][C:1]2[CH:6]=[CH:5][CH:4]=[CH:3][CH:2]=2)[CH2:15][CH2:14]1. Reactants: Intermediate 1, C1(=CC=CC=C1)CCCN1CCNCC1 (1-(3-phenylpropyl)-piperazine), O1C(C1)COS(=O)(=O)C1=CC(=CC=C1)[N+](=O)[O-] (3-nitro-benzenesulfonic acid oxiranylmethyl ester). Reactants: NC1=NC=C(C=N1)C1=CC=C(C=C1F)C=1C(=CC=CC1)S (4′-(2-aminopyrimidin-5-yl)-5′-fluorobiphenyl-2-thiol), ClC1=NC=CC=N1 (2-chloropyrimidine), C1=CC=C(C=C1)P(C2=CC=CC=C2)C3=CC=CC=C3 (PPh3), TEA. The solvent is CN(C)C=O (DMF). Product: FC=1C=C(C=CC1C=1C=NC(=NC1)N)C1=CC=CC=C1SC1=NC=CC=N1 (5-(3-Fluoro-6′-(pyrimidin-2-ylthio)biphenyl-4-yl)pyrimidin-2-amine). Yield: 45.3%. Reaction SMILES: [NH2:1][C:2]1[N:7]=[CH:6][C:5]([C:8]2[C:13]([F:14])=[CH:12][C:11]([C:15]3[C:16]([SH:21])=[CH:17][CH:18]=[CH:19][CH:20]=3)=[CH:10][CH:9]=2)=[CH:4][N:3]=1.Cl[C:23]1[N:28]=[CH:27][CH:26]=[CH:25][N:24]=1.C1C=CC(P(C2C=CC=CC=2)C2C=CC=CC=2)=CC=1>CN(C=O)C>[F:14][C:13]1[CH:12]=[C:11]([C:15]2[C:16]([S:21][C:23]3[N:28]=[CH:27][CH:26]=[CH:25][N:24]=3)=[CH:17][CH:18]=[CH:19][CH:20]=2)[CH:10]=[CH:9][C:8]=1[C:5]1[CH:6]=[N:7][C:2]([NH2:1])=[N:3][CH:4]=1. Procedure: A solution of 4′-(2-aminopyrimidin-5-yl)-5′-fluorobiphenyl-2-thiol (300 mg, 1.00 mmol), 2-chloropyrimidine (229 mg, 2.00 mmol), PPh3 (262 mg, 1.00 mmol) and TEA (0.38 mL) in DMF (10 mL) was stirred at 120° C. under a N2 atmosphere over-night. The reaction mixture was then cooled to rt, concentrated to dryness, and the residue subjected to FCC purification to give the title compound (170 mg, 45%). MS (ESI): mass calcd. for C20H14FN5S, 375.10; m/z found, 375.9 [M+H]+. 1H NMR (400 MHz, DMSO-d6) δ 8... Reactants: CC1=COC2=C1C=CC(=C2)O (3-methyl-1-benzofuran-6-ol), BrCCCBr (1,3-dibromopropane). Run in [OH-].[Na+] (NaOH), [OH-].[Na+] (NaOH). Run at temperature 80 celsius. Product: BrCCCOC1=CC2=C(C(=CO2)C)C=C1 (6-(3-bromopropoxy)-3-methyl-1-benzofuran). Isolated yield 169.6%. Reaction SMILES: [CH3:1][C:2]1[C:6]2[CH:7]=[CH:8][C:9]([OH:11])=[CH:10][C:5]=2[O:4][CH:3]=1.[Br:12][CH2:13][CH2:14][CH2:15]Br>[OH-].[Na+]>[Br:12][CH2:13][CH2:14][CH2:15][O:11][C:9]1[CH:8]=[CH:7][C:6]2[C:2]([CH3:1])=[CH:3][O:4][C:5]=2[CH:10]=1 |f:2.3|. Reported procedure: To a solution of 3-methyl-1-benzofuran-6-ol (0.20 g, 1.35 mmol) in NaOH (6 M aqueous solution, 0.25 mL) was added 1,3-dibromopropane (0.48 mL, 0.46 mmol), and the mixture was heated at 80° C. for 2 h. The reaction mixture was cooled to rt, and NaOH (6 M aqueous solution, 0.11 mL) was added. The reaction mixture was heated at 80° C. for 1 h, cooled to rt, and partitioned between CH2Cl2 and NaHCO3 (saturated aqueous solution). The organic layer was dried, filtered, concentrated under reduced press... Reactants: C1CCOC1, CO, O=C(Cl)c1ccc(C(F)(F)F)cc1, Nc1cccc2c1C(=O)N(C1CCC(=O)NC1=O)C2=O. Yields the product O=C1CCC(N2C(=O)c3cccc(NC(=O)c4ccc(C(F)(F)F)cc4)c3C2=O)C(=O)N1. As a reaction SMILES: [CH2:34]1[O:35][CH2:36][CH2:37][CH2:38]1.[CH3:39][OH:40].[F:21][C:22]([c:23]1[cH:24][cH:25][c:26]([C:27](=[O:28])[Cl:29])[cH:30][cH:31]1)([F:32])[F:33].[NH2:1][c:2]1[c:3]2[c:7]([cH:8][cH:9][cH:10]1)[C:6](=[O:11])[N:5]([CH:12]1[C:13](=[O:19])[NH:14][C:15](=[O:18])[CH2:16][CH2:17]1)[C:4]2=[O:20]>>[NH:1]([c:2]1[c:3]2[c:7]([cH:8][cH:9][cH:10]1)[C:6](=[O:11])[N:5]([CH:12]1[C:13](=[O:19])[NH:14][C:15](=[O:18])[CH2:16][CH2:17]1)[C:4]2=[O:20])[C:27]([c:26]1[cH:25][cH:24][c:23]([C:22]([F:21])([F:32])[F:33])[cH:31][cH:30]1)=[O:28]. Procedure details: The title compound was synthesized as described for Example 226 a) in 40% yield, starting from 2-amino-5-chloro-4-fluorobenzenesulfonamide and (E)-2-(3,4-dichlorophenyl)ethenesulfonyl chloride. Reaction SMILES: [NH2:1][C:2]1[CH:7]=[C:6]([F:8])[C:5]([Cl:9])=[CH:4][C:3]=1[S:10]([NH2:13])(=[O:12])=[O:11].[Cl:14][C:15]1[CH:16]=[C:17](/[CH:22]=[CH:23]/[S:24](Cl)(=[O:26])=[O:25])[CH:18]=[CH:19][C:20]=1[Cl:21]>>[Cl:9][C:5]1[C:6]([F:8])=[CH:7][C:2]([NH:1][S:24](/[CH:23]=[CH:22]/[C:17]2[CH:18]=[CH:19][C:20]([Cl:21])=[C:15]([Cl:14])[CH:16]=2)(=[O:26])=[O:25])=[C:3]([S:10]([NH2:13])(=[O:12])=[O:11])[CH:4]=1. Isolated yield 40.0%. Yields the product ClC=1C(=CC(=C(C1)S(=O)(=O)N)NS(=O)(=O)\C=C\C1=CC(=C(C=C1)Cl)Cl)F ((E)-5-Chloro-2-(2-(3,4-dichlorophenyl)vinylsulfonamido)-4-fluoro benzenesulfonamide). The reactants are NC1=C(C=C(C(=C1)F)Cl)S(=O)(=O)N (2-amino-5-chloro-4-fluorobenzenesulfonamide), ClC=1C=C(C=CC1Cl)/C=C/S(=O)(=O)Cl ((E)-2-(3,4-dichlorophenyl)ethenesulfonyl chloride). Reactants: C(C)(=O)[O-].[K+] (potassium acetate), solution, FC([C@@]12[C@H](CC[C@H]1[C@@H]1CCC3=CC(CC[C@@H]3[C@H]1CC2)=O)O)F (18,18-difluoro-17β-hydroxy-oestr-4-en-3-one). Reagents/catalysts: O.O.O.[Cr] (chromium-VI oxide). Run in S(O)(O)(=O)=O (sulphuric acid), CC(=O)C (acetone), C(C)(=O)OCC (ethyl acetate). The product is FC([C@@]12C(CC[C@H]1[C@@H]1CCC3=CC(CC[C@@H]3[C@H]1CC2)=O)=O)F (18,18-difluoro-oestr-4-ene-3,17-dione). Reaction SMILES: [F:1][CH:2]([F:22])[C@:3]12[CH2:19][CH2:18][C@H:17]3[C@@H:8]([CH2:9][CH2:10][C:11]4[C@@H:16]3[CH2:15][CH2:14][C:13](=[O:20])[CH:12]=4)[C@@H:7]1[CH2:6][CH2:5][C@@H:4]2[OH:21].C([O-])(=O)C.[K+]>CC(C)=O.S(=O)(=O)(O)O.C(OCC)(=O)C.O.O.O.[Cr]>[F:1][CH:2]([F:22])[C@:3]12[CH2:19][CH2:18][C@H:17]3[C@@H:8]([CH2:9][CH2:10][C:11]4[C@@H:16]3[CH2:15][CH2:14][C:13](=[O:20])[CH:12]=4)[C@@H:7]1[CH2:6][CH2:5][C:4]2=[O:21] |f:1.2,6.7.8.9|. Reported procedure: 310 mg of crude 18,18-difluoro-17β-hydroxy-oestr-4-en-3-one (18,18-difluoro-19-nor-testosterone) are dissolved in 40 ml of acetone and oxidised for 5 minutes at 0° C with about 1.5 equivalents of a 8 N solution of chromium-VI oxide in dilute sulphuric acid (Jones reagent). Saturated potassium acetate solution is added to the reaction mixture and the resulting mixture is diluted with ethyl acetate and the organic layer is washed with a saturated sodium chloride solution until neutral, dried and e... The reactants are C1(CCCCC1)N=C=NC1CCCCC1 (N,N'-dicyclohexyl-carbodiimide), C(=O)(O)C1=CC=C(C=C1)B(O)O (4-Carboxy-phenylboronic acid), ON1C(CCC1=O)=O (N-hydroxysuccinimide), ClCCl (dichloromethane). Run in CN(C)C=O (DMF). Conditions: time 10 minute. The product is C1(CCC(N1OC(=O)C1=CC=C(C=C1)B(O)O)=O)=O (4-Succinimidyloxycarbonyl-phenylboronic acid). As a reaction SMILES: [C:1]([C:4]1[CH:9]=[CH:8][C:7]([B:10]([OH:12])[OH:11])=[CH:6][CH:5]=1)([OH:3])=[O:2].O[N:14]1[C:18](=[O:19])[CH2:17][CH2:16][C:15]1=[O:20].ClCCl.C1(N=C=NC2CCCCC2)CCCCC1>CN(C=O)C>[C:15]1(=[O:20])[N:14]([O:2][C:1]([C:4]2[CH:5]=[CH:6][C:7]([B:10]([OH:12])[OH:11])=[CH:8][CH:9]=2)=[O:3])[C:18](=[O:19])[CH2:17][CH2:16]1. Reported procedure: 4-Carboxyphenyl-boronic acid (CPBA, Example 1, 0.25 g, 1.51 mmol) and N-hydroxysuccinimide (0.26 g, 2.26 mmol) were dissolved in 8.5 ml DMF using a magnetic stirrer. 20 ml of dichloromethane (CH2Cl2) was then added, and the solution was stirred for 10 minutes. N,N'-dicyclohexyl-carbodiimide (DCC, 0.93 g, 4.52 mmol) in 3 ml CH2Cl was then added. The solution was left to react under a nitrogen atmosphere overnight (approx. 12 hours) at ambient temperature, and then filtered to remove the insoluble... Product: CC(=O)Nc1ccc(S(=O)(=O)c2ccc(NC(=O)C(C)(O)C(F)(F)F)c(Cl)c2)cc1. The reactants are CC(=O)Nc1ccc(S(=O)(=O)c2ccc(N)c(Cl)c2)cc1, O=C(Cl)C(=O)Cl, ClCCl, CN(C)C=O, CC(O)(C(=O)O)C(F)(F)F. Reaction SMILES: [C:22]([CH3:23])(=[O:24])[NH:25][c:26]1[cH:27][cH:28][c:29]([S:32](=[O:33])(=[O:34])[c:35]2[cH:36][c:37]([Cl:42])[c:38]([NH2:39])[cH:40][cH:41]2)[cH:30][cH:31]1.[Cl:1][C:2]([C:3]([Cl:4])=[O:5])=[O:6].[Cl:43][CH2:44][Cl:45].[O:17]=[CH:18][N:19]([CH3:20])[CH3:21].[OH:7][C:8]([C:9](=[O:10])[OH:11])([C:12]([F:13])([F:14])[F:15])[CH3:16]>>[OH:7][C:8]([C:9](=[O:10])[NH:39][c:38]1[c:37]([Cl:42])[cH:36][c:35]([S:32]([c:29]2[cH:28][cH:27][c:26]([NH:25][C:22]([CH3:23])=[O:24])[cH:31][cH:30]2)(=[O:33])=[O:34])[cH:41][cH:40]1)([C:12]([F:13])([F:14])[F:15])[CH3:16].